Dataset: the Open Reaction Database (ORD), a public repository of structured organic reaction records. Task: describe an organic reaction: reactants, conditions, products, and yield Reactants: CC1(C)CCCC2(C)C1CCC1(C)c3c(O)cc(O)cc3SCC12, C[Si](C)(C)C=[N+]=[N-], CO, ClCCl. Product: COc1cc(O)c2c(c1)SCC1C2(C)CCC2C(C)(C)CCCC21C. As a reaction SMILES: [CH3:1][C:2]12[c:3]3[c:4]([OH:24])[cH:5][c:6]([OH:23])[cH:7][c:8]3[S:9][CH2:10][CH:11]1[C:12]1([CH3:22])[CH2:13][CH2:14][CH2:15][C:16]([CH3:20])([CH3:21])[CH:17]1[CH2:18][CH2:19]2.[CH3:25][Si:26]([CH:27]=[N+:28]=[N-:29])([CH3:30])[CH3:31].[CH3:32][OH:33].[Cl:34][CH2:35][Cl:36]>>[CH3:1][C:2]12[c:3]3[c:4]([OH:24])[cH:5][c:6]([O:23][CH3:25])[cH:7][c:8]3[S:9][CH2:10][CH:11]1[C:12]1([CH3:22])[CH2:13][CH2:14][CH2:15][C:16]([CH3:20])([CH3:21])[CH:17]1[CH2:18][CH2:19]2. Reactants: COC(=O)COc1ccc([N+](=O)[O-])c2ccccc12, CO, [H][H]. The product is COC(=O)COc1ccc(N)c2ccccc12. RXN SMILES: [CH3:1][O:2][C:3]([CH2:4][O:5][c:6]1[cH:7][cH:8][c:9]([N+:16]([O-:17])=[O:18])[c:10]2[cH:11][cH:12][cH:13][cH:14][c:15]12)=[O:19].[CH3:22][OH:23].[H:20][H:21]>>[CH3:1][O:2][C:3]([CH2:4][O:5][c:6]1[cH:7][cH:8][c:9]([NH2:16])[c:10]2[cH:11][cH:12][cH:13][cH:14][c:15]12)=[O:19]. The reactants are ClC=1C=C(C=CC1F)C1=CN=C2N1C=CC(=C2F)C(C)(C)O (2-[3-(3-Chloro-4-fluorophenyl)-8-fluoroimidazo[1,2-α]pyridin-7-yl]-propan-2-ol), FC1=C(C=CC(=C1)OC)B1OC(C(O1)(C)C)(C)C (2-(2-fluoro-4-methoxyphenyl)-4,4,5,5-tetramethyl-[1,3,2]dioxaborolane). Yields the product FC1=C(C=C(C=C1)C1=CN=C2N1C=CC(=C2F)C(C)(C)O)C2=C(C=C(C=C2)OC)F (2-[3-(2,2′-difluoro-4′-methoxybiphenyl-5-yl)-8-fluoroimidazo[1,2-α]pyridin-7-yl]propan-2-ol). Yield: 3.0%. Reaction SMILES: Cl[C:2]1[CH:3]=[C:4]([C:9]2[N:13]3[CH:14]=[CH:15][C:16]([C:19]([OH:22])([CH3:21])[CH3:20])=[C:17]([F:18])[C:12]3=[N:11][CH:10]=2)[CH:5]=[CH:6][C:7]=1[F:8].[F:23][C:24]1[CH:29]=[C:28]([O:30][CH3:31])[CH:27]=[CH:26][C:25]=1B1OC(C)(C)C(C)(C)O1>>[F:8][C:7]1[CH:6]=[CH:5][C:4]([C:9]2[N:13]3[CH:14]=[CH:15][C:16]([C:19]([OH:22])([CH3:21])[CH3:20])=[C:17]([F:18])[C:12]3=[N:11][CH:10]=2)=[CH:3][C:2]=1[C:25]1[CH:26]=[CH:27][C:28]([O:30][CH3:31])=[CH:29][C:24]=1[F:23]. Reported procedure: 2-[3-(3-Chloro-4-fluorophenyl)-8-fluoroimidazo[1,2-α]pyridin-7-yl]-propan-2-ol and 2-(2-fluoro-4-methoxyphenyl)-4,4,5,5-tetramethyl-[1,3,2]dioxaborolane were coupled in the same way as in Example 30 to give 2-[3-(2,2′-difluoro-4′-methoxybiphenyl-5-yl)-8-fluoroimidazo[1,2-α]pyridin-7-yl]propan-2-ol as an off-white solid (5 mg, 3%): m/z (ES+) 413 [MH+]. The reactants are CC(C)(C)C1=CC(=NO1)N1C(N(C(C1O)O)C)=O (3-[5-(1,1-dimethylethyl)-3-isoxazolyl]-4,5-dihydroxy-1-methyl-2-imidazolidinone), CC(=O)C (acetone). Reagents/catalysts: Cl(=O)(=O)(=O)O (perchloric acid). Solvent: O (water). The product is [CH2-]C(=O)C.CC(C)(C)C1=CC(=NO1)N1C(N(C(C1O)O)C)=O (3-[5-(1,1-dimethylethyl)-3-isoxazolyl]4,5-dihydroxy-1-methyl-2-imidazolidinone acetonide). As a reaction SMILES: [CH3:1][C:2]([C:5]1[O:9][N:8]=[C:7]([N:10]2[CH:14]([OH:15])[CH:13]([OH:16])[N:12]([CH3:17])[C:11]2=[O:18])[CH:6]=1)([CH3:4])[CH3:3].CC(C)=O>Cl(O)(=O)(=O)=O.O>[CH2-:2][C:5]([CH3:6])=[O:9].[CH3:4][C:2]([C:5]1[O:9][N:8]=[C:7]([N:10]2[CH:14]([OH:15])[CH:13]([OH:16])[N:12]([CH3:17])[C:11]2=[O:18])[CH:6]=1)([CH3:1])[CH3:3] |f:4.5|. Reported procedure: To a solution of 1.0 gram of 3-[5-(1,1-dimethylethyl)-3-isoxazolyl]-4,5-dihydroxy-1-methyl-2-imidazolidinone in 20 ml. of anhydrous acetone were added three drops of 70% perchloric acid. The reaction mixture stood at ambient temperature for sixteen hours, and then was diluted with 100 ml. of water. The white crystalline precipitate was collected by filtration and recrystallized from diethyl ether and hexane to afford 3-[5-(1,1-dimethylethyl)-3-isoxazolyl]4,5-dihydroxy-1-methyl-2-imidazolidinone ...